This data is from the Open Reaction Database (ORD), a public repository of structured organic reaction records. The task is: describe an organic reaction: reactants, conditions, products, and yield The reactants are C(O)([O-])=O.[Na+] (sodium hydrogen carbonate), C(C)C(C1=CC(OC)=C(O)C=C1)O (ethylvanillyl alcohol), CO (methanol), C1(O)=CC=C(O)C=C1 (hydroquinone), S(=O)(=O)(O)[O-].[Na+] (sodium hydrogen sulphate). Conditions: temperature 50 celsius. Product: COCC1=CC(=C(C=C1)O)OCC (4-hydroxy-3-ethoxybenzyl methyl ether). The yield is 56.3%. As a reaction SMILES: C([CH:3](O)[C:4]1[CH:12]=[CH:11][C:9]([OH:10])=[C:6]([O:7][CH3:8])[CH:5]=1)C.S([O-])(O)(=O)=O.[Na+].[C:20]1(C=CC(O)=CC=1)O.C(=O)([O-])O.[Na+].[CH3:33][OH:34]>>[CH3:33][O:34][CH2:3][C:4]1[CH:12]=[CH:11][C:9]([OH:10])=[C:6]([O:7][CH2:8][CH3:20])[CH:5]=1 |f:1.2,4.5|. Procedure details: 100 g of ethylvanillyl alcohol (4-hydroxy-3-ethoxybenzyl alcohol) are dissolved in 200 ml of methanol. The solution is treated with 10 g of sodium hydrogen sulphate and a knife tip of hydroquinone. The mixture is firstly heated to 50° C. for 2 minutes and left to cool again to room temperature. The methanolic solution is now poured into 85 ml of a saturated sodium hydrogen carbonate solution. The methyl alcohol is distilled off in vacuo, the residue is taken up in toluene, the organic solution i... Reactants: C1(=CC=CC=C1)[Mg]Br (Phenylmagnesium bromide), solution, BrCC(C(F)(F)F)=O (3-bromo-1,1,1-trifluoropropanone), FC(C(F)(F)I)(C(F)(F)F)F (Heptafluoropropyl iodide), C(C)(=O)O (acetic acid). Solvent: CCOCC (ether), C(C)OCC (diethylether), O (water), C(C)OCC (diethyl ether), C(C)OCC (diethyl ether). Run at temperature -20 celsius, time 1 hour. Product: BrCC(C(F)(F)F)(C(C(C(F)(F)F)(F)F)(F)F)O (2-bromomethyl-decafluoropentan-2-ol). Isolated yield 82.0%. RXN SMILES: [F:1][C:2]([F:11])([C:7]([F:10])([F:9])[F:8])[C:3](I)([F:5])[F:4].C1([Mg]Br)C=CC=CC=1.[Br:20][CH2:21][C:22](=[O:27])[C:23]([F:26])([F:25])[F:24].C(O)(=O)C>C(OCC)C.O>[Br:20][CH2:21][C:22]([OH:27])([C:3]([F:5])([F:4])[C:2]([F:11])([F:1])[C:7]([F:10])([F:9])[F:8])[C:23]([F:26])([F:25])[F:24]. Procedure: Heptafluoropropyl iodide (5 g, 16.9 mmole) was stirred in dry diethyl ether (20 ml) at -78° C. Phenylmagnesium bromide (10 ml of a 1.88M solution in ether) was then added dropwise, keeping the temperature below -65° C. When the addition was complete, the reaction mixture was stirred at -20° C. for one hour. It was then cooled to -78° C. and 3-bromo-1,1,1-trifluoropropanone (4.87 g, 18.0 mmole) in dry diethylether (20 ml) was added dropwise, keeping the temperature below -65° C. When the addition... Starting materials: CC(C)(C)OC(=O)N1CCC(COC(CO)c2cc(Cl)cc3cn[nH]c23)(c2ccc(F)cc2)CC1, COC(=O)C(OCC1(c2ccc(F)cc2)CCN(C)CC1)c1cc(Cl)cc2cn[nH]c12, O=C(O)C(F)(F)F. The product is CN1CCC(COC(CO)c2cc(Cl)cc3cn[nH]c23)(c2ccc(F)cc2)CC1, O=C(O)C(F)(F)F. As a reaction SMILES: [Cl:39][c:40]1[cH:41][c:42]2[c:43]([c:44]([CH:45]([O:46][CH2:47][C:48]3([c:49]4[cH:50][cH:51][c:52]([F:53])[cH:54][cH:55]4)[CH2:56][CH2:57][N:58]([C:59]([O:60][C:61]([CH3:62])([CH3:63])[CH3:64])=[O:65])[CH2:66][CH2:67]3)[CH2:68][OH:69])[cH:70]1)[nH:71][n:72][cH:73]2.[Cl:8][c:9]1[cH:10][c:11]2[cH:12][n:13][nH:14][c:15]2[c:16]([CH:18]([C:19](=[O:20])[O:21][CH3:22])[O:23][CH2:24][C:25]2([c:32]3[cH:33][cH:34][c:35]([F:38])[cH:36][cH:37]3)[CH2:26][CH2:27][N:28]([CH3:31])[CH2:29][CH2:30]2)[cH:17]1.[F:1][C:2]([C:3](=[O:4])[OH:5])([F:6])[F:7]>>[Cl:8][c:9]1[cH:10][c:11]2[cH:12][n:13][nH:14][c:15]2[c:16]([CH:18]([CH2:19][OH:20])[O:23][CH2:24][C:25]2([c:32]3[cH:33][cH:34][c:35]([F:38])[cH:36][cH:37]3)[CH2:26][CH2:27][N:28]([CH3:31])[CH2:29][CH2:30]2)[cH:17]1.[F:1][C:2]([C:3](=[O:4])[OH:5])([F:6])[F:7]. RXN SMILES: [CH2:1]([CH3:2])[CH:3]1[CH:4]([O:22][C:23]([CH2:24][OH:25])=[O:26])[C:5]2([CH3:6])[CH:7]([CH2:8]1)[CH:9]1[CH2:10][CH2:11][C:12]3=[CH:13][C:14](=[O:21])[CH2:15][CH2:16][CH:17]3[CH:18]1[CH2:19][CH2:20]2.[CH3:27][N:28]([c:29]1[cH:30][cH:31][cH:32][cH:33][cH:34]1)[CH3:35].[CH3:45][CH2:46][O:47][C:48](=[O:49])[CH3:50].[CH:36]1([CH2:41][C:42](=[O:43])[Cl:44])[CH2:37][CH2:38][CH2:39][CH2:40]1.[Cl:51][CH2:52][Cl:53]>>[CH2:1]([CH3:2])[CH:3]1[CH:4]([O:22][C:23]([CH2:24][O:25][C:42]([CH2:41][CH:36]2[CH2:37][CH2:38][CH2:39][CH2:40]2)=[O:43])=[O:26])[C:5]2([CH3:6])[CH:7]([CH2:8]1)[CH:9]1[CH2:10][CH2:11][C:12]3=[CH:13][C:14](=[O:21])[CH2:15][CH2:16][CH:17]3[CH:18]1[CH2:19][CH2:20]2. Yields the product CCC1CC2C3CCC4=CC(=O)CCC4C3CCC2(C)C1OC(=O)COC(=O)CC1CCCC1. Reactants: CCC1CC2C3CCC4=CC(=O)CCC4C3CCC2(C)C1OC(=O)CO, CN(C)c1ccccc1, CCOC(C)=O, O=C(Cl)CC1CCCC1, ClCCl. The reactants are O=C(c1ccc(Br)s1)C(F)(F)F, O=C(O)c1ccc(B(O)O)cc1, CS(C)=O, CN(C)C=O. Product: O=C(O)c1ccc(-c2ccc(C(=O)C(F)(F)F)s2)cc1. As a reaction SMILES: [Br:1][c:2]1[cH:3][cH:4][c:5]([C:7]([C:8]([F:9])([F:10])[F:11])=[O:12])[s:6]1.[C:13](=[O:14])([OH:15])[c:16]1[cH:17][cH:18][c:19]([B:22]([OH:23])[OH:24])[cH:20][cH:21]1.[CH3:25][S:26]([CH3:27])=[O:28].[O:29]=[CH:30][N:31]([CH3:32])[CH3:33]>>[c:2]1(-[c:19]2[cH:18][cH:17][c:16]([C:13](=[O:14])[OH:15])[cH:21][cH:20]2)[cH:3][cH:4][c:5]([C:7]([C:8]([F:9])([F:10])[F:11])=[O:12])[s:6]1. Starting materials: S(=O)(Cl)Cl (Thionyl chloride), Cl.N1=CC=C(C=C1)CCCCCCO (4-pyridinehexanol hydrochloride). Run in C(Cl)(Cl)Cl (CHCl3). Reaction conditions: temperature 20 celsius, time 30 minute. Product: ClCCCCCCC1=CC=NC=C1 (4-(6-chlorohexyl)-pyridine). As a reaction SMILES: S(Cl)(Cl)=O.[ClH:5].[N:6]1[CH:11]=[CH:10][C:9]([CH2:12][CH2:13][CH2:14][CH2:15][CH2:16][CH2:17]O)=[CH:8][CH:7]=1>C(Cl)(Cl)Cl>[Cl:5][CH2:17][CH2:16][CH2:15][CH2:14][CH2:13][CH2:12][C:9]1[CH:10]=[CH:11][N:6]=[CH:7][CH:8]=1 |f:1.2|. Procedure: Thionyl chloride (1.03 ml) is added to 4-pyridinehexanol hydrochloride (2.42 g) and the mixture is stirred at 20° C. for 30 minutes. Excess saturated aqueous NaHCOs and CHCl3 (20 ml) is added. The organic phase is washed with saturated NaHCO3, brine and water, dried (MgSO4) and the solvent evaporated to give crude material which is purified by flash chromatography on silica gel (CH3OH:CHCl3 =1:49 by vol.) to give 4-(6-chlorohexyl)-pyridine as an oil. The reactants are CCO, O=C(N1CCOCC1)N1CC(c2ccc(C(F)(F)F)cc2)CC(c2nc(Cl)no2)C1, NC1COC1. The product is O=C(N1CCOCC1)N1CC(c2ccc(C(F)(F)F)cc2)CC(c2nc(NC3COC3)no2)C1. RXN SMILES: [CH3:36][CH2:37][OH:38].[Cl:1][c:2]1[n:3][o:4][c:5]([CH:7]2[CH2:8][N:9]([C:23](=[O:24])[N:25]3[CH2:26][CH2:27][O:28][CH2:29][CH2:30]3)[CH2:10][CH:11]([c:13]3[cH:14][cH:15][c:16]([C:19]([F:20])([F:21])[F:22])[cH:17][cH:18]3)[CH2:12]2)[n:6]1.[O:31]1[CH2:32][CH:33]([NH2:35])[CH2:34]1>>[c:2]1([NH:35][CH:33]2[CH2:32][O:31][CH2:34]2)[n:3][o:4][c:5]([CH:7]2[CH2:8][N:9]([C:23](=[O:24])[N:25]3[CH2:26][CH2:27][O:28][CH2:29][CH2:30]3)[CH2:10][CH:11]([c:13]3[cH:14][cH:15][c:16]([C:19]([F:20])([F:21])[F:22])[cH:17][cH:18]3)[CH2:12]2)[n:6]1.